Dataset: the Open Reaction Database (ORD), a public repository of structured organic reaction records. Task: describe an organic reaction: reactants, conditions, products, and yield The product is C(CCC)(=O)O[C@H]1CC(N[C@H]1CC(C)C)=O ((4S,5S)-4-Butyryloxy-5-isobutylpyrrolidin-2-one). Procedure: 20 g of (4RS,5RS)-4-butyryloxy-5-isobutylpyrrolidin-2-one (produced according to Example 4) and 2 g of Candida cylindracea lipase (Biocatalysts) were stirred in 100 ml of water at room temperature. The pH of the suspension was held constant at 7 by the addition of 1M sodium hydroxide solution. After 70 hours and a consumption of 47.36 ml of 1M sodium hydroxide solution (corresponding to 53.8 percent conversion), the reaction was terminated. The reaction mixture was diluted with 200 ml of water a... As a reaction SMILES: [C:1]([O:6][CH:7]1[CH:11]([CH2:12][CH:13]([CH3:15])[CH3:14])[NH:10][C:9](=[O:16])[CH2:8]1)(=[O:5])[CH2:2][CH2:3][CH3:4].[OH-].[Na+]>O>[C:1]([O:6][C@@H:7]1[C@H:11]([CH2:12][CH:13]([CH3:15])[CH3:14])[NH:10][C:9](=[O:16])[CH2:8]1)(=[O:5])[CH2:2][CH2:3][CH3:4] |f:1.2|. The solvent is O (water). Reaction conditions: time 70 hour. Starting materials: C(CCC)(=O)OC1CC(NC1CC(C)C)=O ((4RS,5RS)-4-Butyryloxy-5-isobutylpyrrolidin-2-one), [OH-].[Na+] (sodium hydroxide). Reactants: ClCCCC(=O)C1=C(C=CC(=C1)F)F (4-chloro-1-(2,5-difluorophenyl)butan-1-one), CC(C)(C)[S@](=O)N ((S)-2-methylpropane-2-sulfinamide). Reagents/catalysts: [O-]CC.[Ti+4].[O-]CC.[O-]CC.[O-]CC (Titanium (IV) ethoxide). The solvent is C1CCOC1 (THF). Run at temperature 27.5 celsius. The product is ClCCC/C(/C1=C(C=CC(=C1)F)F)=N\[S@@](=O)C(C)(C)C ((S,E)-N-(4-chloro-1-(2,5-difluorophenyl)butylidene)-2-methylpropane-2-sulfinamide). Isolated yield 86.4%. Reaction SMILES: [Cl:1][CH2:2][CH2:3][CH2:4][C:5]([C:7]1[CH:12]=[C:11]([F:13])[CH:10]=[CH:9][C:8]=1[F:14])=O.[CH3:15][C:16]([S@@:19]([NH2:21])=[O:20])([CH3:18])[CH3:17]>C1COCC1.[O-]CC.[Ti+4].[O-]CC.[O-]CC.[O-]CC>[Cl:1][CH2:2][CH2:3][CH2:4]/[C:5](=[N:21]\[S@:19]([C:16]([CH3:18])([CH3:17])[CH3:15])=[O:20])/[C:7]1[CH:12]=[C:11]([F:13])[CH:10]=[CH:9][C:8]=1[F:14] |f:3.4.5.6.7|. Procedure: Titanium (IV) ethoxide (54.77 g, 240.13 mmol) was added to a solution of 4-chloro-1-(2,5-difluorophenyl)butan-1-one (35 g, 160.09 mmol) and (S)-2-methylpropane-2-sulfinamide (29.1 g, 240.13 mmol) in THF (400 mL) with stirring. The mixture was stirred continuously at 70° C. for 16 h. Reaction mixture was then cooled to a temperature of 20-35° C., quenched with saturated aqueous NH4Cl solution, diluted with ethylacetate and filtered. The filtrate was washed with water followed by brine solution. T... Product: OC(CN1C(CC(C2CCCCC12)C)(C)C)COC(C(=C)C)=O (N-(2-hydroxy-3-methacryloxypropyl)-2,2,4-trimethyldecahydroquinoline). The reactants are CC1(NC2CCCCC2C(C1)C)C (2,2,4-trimethyldecahydroquinoline), C1(=CC=C(C=C1)S(=O)(=O)O)C (p-toluene sulfonic acid), C1=CC(=CC=C1O)O (p-hydroquinone), CC1(NC2CCCCC2C(C1)C)C (TDQ), C(C(=C)C)(=O)OCC1CO1 (glycidyl methacrylate). RXN SMILES: [CH3:1][C:2]1([CH3:13])[CH2:11][CH:10]([CH3:12])[CH:9]2[CH:4]([CH2:5][CH2:6][CH2:7][CH2:8]2)[NH:3]1.[C:14]([O:19][CH2:20][CH:21]1[O:23][CH2:22]1)(=[O:18])[C:15]([CH3:17])=[CH2:16].C1(C)C=CC(S(O)(=O)=O)=CC=1.C1C(O)=CC=C(O)C=1>C(O)C>[OH:23][CH:21]([CH2:20][O:19][C:14](=[O:18])[C:15]([CH3:17])=[CH2:16])[CH2:22][N:3]1[CH:4]2[CH:9]([CH2:8][CH2:7][CH2:6][CH2:5]2)[CH:10]([CH3:12])[CH2:11][C:2]1([CH3:13])[CH3:1]. Procedure details: In a 500 ml 3-neck flask were placed 0.62 mole of 2,2,4-trimethyldecahydroquinoline (hereinafter referred to as TDQ), 0.62 mole of glycidyl methacrylate, 0.5 gram p-toluene sulfonic acid, 0.5 gram p-hydroquinone, and 5 mls of ethanol. The above mixture was heated and allowed to react overnight. The maximum pot temperature was approximately 188° C. The solvent is C(C)O (ethanol). Starting materials: [Al+3], F, [H-], [H-], [H-], [H-], [Li+], C1CCOC1, O, COC(=O)c1ccc(-c2cnco2)cc1. Product: OCc1ccc(-c2cnco2)cc1. As a reaction SMILES: [Al+3:2].[FH:22].[H-:1].[H-:4].[H-:5].[H-:6].[Li+:3].[O:24]1[CH2:25][CH2:26][CH2:27][CH2:28]1.[OH2:23].[o:7]1[cH:8][n:9][cH:10][c:11]1-[c:12]1[cH:13][cH:14][c:15]([C:16](=[O:17])[O:18][CH3:19])[cH:20][cH:21]1>>[o:7]1[cH:8][n:9][cH:10][c:11]1-[c:12]1[cH:13][cH:14][c:15]([CH2:16][OH:17])[cH:20][cH:21]1. Starting materials: CCN(C(C)C)C(C)C, Clc1cccnc1N1CCNCC1, ClCCl, O=S(=O)(Cl)Cl, O=S(=O)(Cl)c1cccc2ccccc12. The product is O=S(=O)(c1cccc2ccccc12)N1CCN(c2ncccc2Cl)CC1. Reaction SMILES: [CH:33]([N:34]([CH:35]([CH3:36])[CH3:37])[CH2:38][CH3:39])([CH3:40])[CH3:41].[Cl:1][c:2]1[c:3]([N:8]2[CH2:9][CH2:10][NH:11][CH2:12][CH2:13]2)[n:4][cH:5][cH:6][cH:7]1.[Cl:42][CH2:43][Cl:44].[S:28]([Cl:29])([Cl:30])(=[O:31])=[O:32].[c:14]1([S:24](=[O:25])(=[O:26])[Cl:27])[cH:15][cH:16][cH:17][c:18]2[cH:19][cH:20][cH:21][cH:22][c:23]12>>[Cl:1][c:2]1[c:3]([N:8]2[CH2:9][CH2:10][N:11]([S:24]([c:14]3[cH:15][cH:16][cH:17][c:18]4[cH:19][cH:20][cH:21][cH:22][c:23]34)(=[O:25])=[O:26])[CH2:12][CH2:13]2)[n:4][cH:5][cH:6][cH:7]1.